Dataset: the Open Reaction Database (ORD), a public repository of structured organic reaction records. Task: describe an organic reaction: reactants, conditions, products, and yield Starting materials: Cl.C(C)(C)(C)NO (tert-butylhydroxylamine hydrochloride), C([O-])([O-])=O.[Na+].[Na+] (sodium carbonate), C1(=CC=C(C=C1)CBr)CBr (p-xylylene dibromide). Run in CN(C=O)C (N,N-dimethylformamide). Reaction conditions: temperature 80 celsius. Product: ON(CC1=CC=C(C=C1)CN(C(C)(C)C)O)C(C)(C)C (N,N'-Dihydroxy-N,N'-di-tert-butyl-p-xylylenediamine). Yield: 62.8%. As a reaction SMILES: Cl.[C:2]([NH:6][OH:7])([CH3:5])([CH3:4])[CH3:3].C(=O)([O-])[O-].[Na+].[Na+].[C:14]1([CH2:22]Br)[CH:19]=[CH:18][C:17]([CH2:20]Br)=[CH:16][CH:15]=1>CN(C)C=O>[OH:7][N:6]([C:2]([CH3:5])([CH3:4])[CH3:3])[CH2:22][C:14]1[CH:19]=[CH:18][C:17]([CH2:20][N:6]([OH:7])[C:2]([CH3:5])([CH3:4])[CH3:3])=[CH:16][CH:15]=1 |f:0.1,2.3.4|. Reported procedure: A suspension of 3.0 g tert-butylhydroxylamine hydrochloride, 5.0 g of anhydrous sodium carbonate and 3.15 g of p-xylylene dibromide in 20 ml of N,N-dimethylformamide is heated at 80° C. under nitrogen for 3 hours. Dilution of the reaction mixture with water followed by crystallization from heptane affords 2.1 g of product as a white solid; m.p. 137°-138° C. Reactants: O=C(Cl)c1ccccc1, CO, O, Cc1cc(NCCO)c2[nH]ncc2n1. Product: Cc1cc(NCCOC(=O)c2ccccc2)c2[nH]ncc2n1. Reaction SMILES: [C:15]([c:16]1[cH:17][cH:18][cH:19][cH:20][cH:21]1)(=[O:22])[Cl:23].[CH3:24][OH:25].[OH2:26].[OH:1][CH2:2][CH2:3][NH:4][c:5]1[c:6]2[c:7]([n:8][c:9]([CH3:11])[cH:10]1)[cH:12][n:13][nH:14]2>>[O:1]([CH2:2][CH2:3][NH:4][c:5]1[c:6]2[c:7]([n:8][c:9]([CH3:11])[cH:10]1)[cH:12][n:13][nH:14]2)[C:15]([c:16]1[cH:17][cH:18][cH:19][cH:20][cH:21]1)=[O:22]. Reactants: CC1=C(C(=NO1)C1=CC=CC=C1)COC1=CC=C(N=N1)N (6-(5-methyl-3-phenyl-isoxazol-4-ylmethoxy)-pyridazin-3-ylamine), C(CCC)(=O)Cl (butyryl chloride). Yields the product CC1=C(C(=NO1)C1=CC=CC=C1)COC1=CC=C(N=N1)NC(CCC)=O (N-[6-(5-Methyl-3-phenyl-isoxazol-4-ylmethoxy)-pyridazin-3-yl]-butyramide). Yield: 62.0%. RXN SMILES: [CH3:1][C:2]1[O:6][N:5]=[C:4]([C:7]2[CH:12]=[CH:11][CH:10]=[CH:9][CH:8]=2)[C:3]=1[CH2:13][O:14][C:15]1[N:20]=[N:19][C:18]([NH2:21])=[CH:17][CH:16]=1.[C:22](Cl)(=[O:26])[CH2:23][CH2:24][CH3:25]>>[CH3:1][C:2]1[O:6][N:5]=[C:4]([C:7]2[CH:8]=[CH:9][CH:10]=[CH:11][CH:12]=2)[C:3]=1[CH2:13][O:14][C:15]1[N:20]=[N:19][C:18]([NH:21][C:22](=[O:26])[CH2:23][CH2:24][CH3:25])=[CH:17][CH:16]=1. Reported procedure: As described for example 18, 6-(5-methyl-3-phenyl-isoxazol-4-ylmethoxy)-pyridazin-3-ylamine (200 mg, 0.7 mmol) was converted, using butyryl chloride instead of methoxyacetyl chloride, to the title compound (155 mg, 62%) which was obtained as a white solid. MS: m/e=353.3 [M+H]−. Starting materials: ClC1=C(C=CC=C1)N1C(=NC2=C(C1=O)C=C(S2)S(=O)(=O)Cl)C (3,4-dihydro-3-(2-chlorophenyl)-6-chlorosulfonyl-2-methyl-4-oxothieno[2,3-d]pyrimidine), O.N (ammonia water). Solvent: O1CCCC1 (tetrahydrofuran). Reaction conditions: time 40 minute. Yields the product ClC1=C(C=CC=C1)N1C(=NC2=C(C1=O)C=C(S2)S(N)(=O)=O)C (3,4-Dihydro-3-(2-chlorophenyl)-2-methyl-4-oxo-6-sulfamoylthieno[2,3-d]pyrimidine). Reaction SMILES: [Cl:1][C:2]1[CH:7]=[CH:6][CH:5]=[CH:4][C:3]=1[N:8]1[C:13](=[O:14])[C:12]2[CH:15]=[C:16]([S:18](Cl)(=[O:20])=[O:19])[S:17][C:11]=2[N:10]=[C:9]1[CH3:22].O.[NH3:24]>O1CCCC1>[Cl:1][C:2]1[CH:7]=[CH:6][CH:5]=[CH:4][C:3]=1[N:8]1[C:13](=[O:14])[C:12]2[CH:15]=[C:16]([S:18](=[O:20])(=[O:19])[NH2:24])[S:17][C:11]=2[N:10]=[C:9]1[CH3:22] |f:1.2|. Procedure details: In 200 ml of tetrahydrofuran was suspended 23 g of 3,4-dihydro-3-(2-chlorophenyl)-6-chlorosulfonyl-2-methyl-4-oxothieno[2,3-d]pyrimidine, and this suspension was poured onto 200 ml of ammonia water at one time. The mixture was stirred at room temperature for 40 minutes. The reaction mixture was concentrated, and water was added to the residue. The crystals were collected by suction-filtration to afford 15.8 g of the title compound, m.p. 251° C. Reactants: C(C)OC(=O)C=1C2=C(SC1N)CC(CC2)C(=O)OCC (2-amino-4,5,6,7-tetrahydro-benzo[b]thiophene-3,6-dicarboxylic acid diethyl ester), C(=O)N (formamide). Conditions: temperature 140 celsius. Yields the product O=C1C2=C(N=CN1)SC1=C2CCC(C1)C(=O)OCC (Ethyl 4-oxo-3,4,5,6,7,8-hexahydro[1]benzothieno[2,3-d]pyrimidine-7-carboxylate). As a reaction SMILES: C([O:3][C:4]([C:6]1[C:7]2[CH2:15][CH2:14][CH:13]([C:16]([O:18][CH2:19][CH3:20])=[O:17])[CH2:12][C:8]=2[S:9][C:10]=1[NH2:11])=O)C.[CH:21]([NH2:23])=O>>[O:3]=[C:4]1[NH:23][CH:21]=[N:11][C:10]2[S:9][C:8]3[CH2:12][CH:13]([C:16]([O:18][CH2:19][CH3:20])=[O:17])[CH2:14][CH2:15][C:7]=3[C:6]1=2. Procedure: In a 100 mL round-bottom flask was placed 3.5 g (11.75 mmol, 1 equiv) of 2-amino-4,5,6,7-tetrahydro-benzo[b]thiophene-3,6-dicarboxylic acid diethyl ester in 10 mL of formamide. The flask was equipped with a reflux condenser and heated at 140° C. for 16 h. The mixture was then allowed to cool to rt and a brown solid precipitated from solution. The resulting precipitate was filtered and rinsed with EtOAc (200 mL) and dried in a hi-vac oven for 2 h. After drying 3.25 g (99%) of the desired product ... Reactants: C(C)(C)(C)[Si](OCCNC1=C(C(=O)N)C=CC(=N1)Cl)(C)C (2-[2-(tert-Butyl-dimethyl-silanyloxy)-ethylamino]-6-chloro-nicotinamide), N1=CC=CC=C1 (pyridine), O=P(Cl)(Cl)Cl (POCl3), [OH-].[Na+] (NaOH). Solvent: C(C)#N (acetonitrile), CCOC(=O)C (EtOAc). Reaction conditions: temperature 60 celsius. Product: C(C)(C)(C)[Si](OCCNC1=C(C#N)C=CC(=N1)Cl)(C)C (2-[2-(tert-Butyl-dimethyl-silanyloxy)-ethylamino]-6-chloro-nicotinonitrile). Yield: 73.5%. RXN SMILES: [C:1]([Si:5]([CH3:21])([CH3:20])[O:6][CH2:7][CH2:8][NH:9][C:10]1[N:18]=[C:17]([Cl:19])[CH:16]=[CH:15][C:11]=1[C:12]([NH2:14])=O)([CH3:4])([CH3:3])[CH3:2].N1C=CC=CC=1.O=P(Cl)(Cl)Cl.[OH-].[Na+]>C(#N)C.CCOC(C)=O>[C:1]([Si:5]([CH3:21])([CH3:20])[O:6][CH2:7][CH2:8][NH:9][C:10]1[N:18]=[C:17]([Cl:19])[CH:16]=[CH:15][C:11]=1[C:12]#[N:14])([CH3:4])([CH3:3])[CH3:2] |f:3.4|. Reported procedure: To a solution of 2-[2-(tert-butyl-dimethyl-silanyloxy)-ethylamino]-6-chloro-nicotinamide (3, 300 mg, 0.96 mmol) in acetonitrile (anhydrous, 50 mL) were added pyridine (0.62 mL, 7.65 mmol) and POCl3 (0.35 mL, 382 mmol). The reaction was heated at 60° C. for 1 hour. After cooling to room temperature, NaOH solution (10% aq.) was slowly added till pH 9. EtOAc (200 mL) was added and the layers separated. The aqueous layer was extracted with EtOAc (2×200 mL). The combined organic layer was dried over ... The reactants are C(C)(=O)O (acetic acid), C(C1=CC=CC=C1)=O (benzaldehyde), C(C)(=O)O[BH-](OC(C)=O)OC(C)=O.[Na+] (sodium triacetoxyborohydride), FC(C(=O)O)(F)F.N[C@@H]1C[C@@H]2SC[C@H](N2C1=O)C#N ((3R,6R,7aS)-6-amino-5-oxohexahydropyrrolo[2,1-b]thiazole-3-carbonitrile trifluoroacetate). Run in ClCCCl (1,2-dichloroethane). Run at temperature 45 celsius. The product is FC(C(=O)O)(F)F.C(C1=CC=CC=C1)N[C@@H]1C[C@@H]2SC[C@H](N2C1=O)C#N ((3R,6R,7aS)-6-Benzylamino-5-oxohexahydropyrrolo[2,1-b]thiazole-3-carbonitrile trifluoroacetate). RXN SMILES: [F:1][C:2]([F:7])([F:6])[C:3]([OH:5])=[O:4].[NH2:8][C@H:9]1[C:16](=[O:17])[N:15]2[C@@H:11]([S:12][CH2:13][C@H:14]2[C:18]#[N:19])[CH2:10]1.C(O)(=O)C.[CH:24](=O)[C:25]1[CH:30]=[CH:29][CH:28]=[CH:27][CH:26]=1.C(O[BH-](OC(=O)C)OC(=O)C)(=O)C.[Na+]>ClCCCl>[F:1][C:2]([F:7])([F:6])[C:3]([OH:5])=[O:4].[CH2:24]([NH:8][C@H:9]1[C:16](=[O:17])[N:15]2[C@@H:11]([S:12][CH2:13][C@H:14]2[C:18]#[N:19])[CH2:10]1)[C:25]1[CH:30]=[CH:29][CH:28]=[CH:27][CH:26]=1 |f:0.1,4.5,7.8|. Procedure: 20 mg of (3R,6R,7aS)-6-amino-5-oxohexahydropyrrolo[2,1-b]thiazole-3-carbonitrile trifluoroacetate were dissolved in 1 ml of 1,2-dichloroethane. 2 μl of acetic acid, 7 μl of benzaldehyde and 29 mg of sodium triacetoxyborohydride were successively added. The mixture was heated at 45° C. for 2 h. The solvent was then removed in vacuo. The residue was purified by preparative HPLC (Merck RP18, acetonitrile/water (0.5% trifluoroacetic acid), linear gradient (0–>80% acetonitrile)). Starting materials: O=C([O-])[O-], CC(=O)OC1c2ccccc2C(=O)CC1(C)C, CO, CCOC(C)=O, ClCCl, [K+], [K+]. Product: CC1(C)CC(=O)c2ccccc2C1O. Reaction SMILES: [C:18](=[O:19])([O-:20])[O-:21].[CH3:1][C:2]1([CH3:17])[CH:3]([O:13][C:14](=[O:15])[CH3:16])[c:4]2[cH:5][cH:6][cH:7][cH:8][c:9]2[C:10](=[O:12])[CH2:11]1.[CH3:24][OH:25].[CH3:29][CH2:30][O:31][C:32](=[O:33])[CH3:34].[Cl:26][CH2:27][Cl:28].[K+:22].[K+:23]>>[CH3:1][C:2]1([CH3:17])[CH:3]([OH:13])[c:4]2[cH:5][cH:6][cH:7][cH:8][c:9]2[C:10](=[O:12])[CH2:11]1.